Dataset: the Open Reaction Database (ORD), a public repository of structured organic reaction records. Task: describe an organic reaction: reactants, conditions, products, and yield Starting materials: O1C(CCCC1)O[C@H](C)C1(OC1)C1=C(C=C(C=C1)F)F (2-[(1R)-1-(3,4,5,6-Tetrahydro-2H-pyran-2-yl)oxyethyl]-2-(2,4-difluorophenyl)oxirane), 04/074168-A, C1(=CC=C(C=C1)S(=O)(=O)[O-])C.[NH+]1=CC=CC=C1 (pyridinium p-toluenesulfonate). The solvent is C(C)O (ethanol). Conditions: temperature 55 celsius, time 1 hour. The product is FC1=C(C=CC(=C1)F)C1(OC1)[C@@H](C)O ((1R)-1-[2-(2,4-difluorophenyl)-2-oxiranyl]ethanol). As a reaction SMILES: O1CCCCC1[O:7][C@@H:8]([C:10]1([C:13]2[CH:18]=[CH:17][C:16]([F:19])=[CH:15][C:14]=2[F:20])[CH2:12][O:11]1)[CH3:9].C1(C)C=CC(S([O-])(=O)=O)=CC=1.[NH+]1C=CC=CC=1>C(O)C>[F:20][C:14]1[CH:15]=[C:16]([F:19])[CH:17]=[CH:18][C:13]=1[C:10]1([C@H:8]([OH:7])[CH3:9])[CH2:12][O:11]1 |f:1.2|. Procedure: 2-[(1R)-1-(3,4,5,6-Tetrahydro-2H-pyran-2-yl)oxyethyl]-2-(2,4-difluorophenyl)oxirane (82 g; manufactured by a method disclosed in Japanese Laid Open Application Hei 04/074168-A) and 6.3 g of pyridinium p-toluenesulfonate were dissolved in 600 ml of ethanol and the solution was stirred at 55° C. for 1 hour. The reaction solution was concentrated under reduced pressure. The residue was dissolved in 1 liter of ethyl acetate and the resulting solution was washed with water (2×200 ml). The aqueous lay... The reactants are Cl.NC1=CC=C(C=C1)C1=CC=C2C(=NNC2=C1)NC(=O)C1=CSC=C1 (6-(4-aminophenyl)-3-[(thiophen-3-yl)carbonylamino]-1H-indazole hydrochloride), ClC1=C(C=CC=C1Cl)S(=O)(=O)Cl (2,3-dichlorobenzenesulfonyl chloride). Run in ClCCl (dichloromethane), N1=CC=CC=C1 (pyridine). Run at temperature 20 celsius, time 3 hour. Product: ClC1=C(C=CC=C1Cl)S(=O)(=O)NC1=CC=C(C=C1)C1=CC=C2C(=NNC2=C1)NC(=O)C1=CSC=C1 (3-thiophenecarboxylic acid {6-[4-(2,3-dichlorobenzenesulfonylamino)phenyl]-1H-indazol-3-yl}amide). Yield: 27.4%. RXN SMILES: Cl.[NH2:2][C:3]1[CH:8]=[CH:7][C:6]([C:9]2[CH:17]=[C:16]3[C:12]([C:13]([NH:18][C:19]([C:21]4[CH:25]=[CH:24][S:23][CH:22]=4)=[O:20])=[N:14][NH:15]3)=[CH:11][CH:10]=2)=[CH:5][CH:4]=1.[Cl:26][C:27]1[C:32]([Cl:33])=[CH:31][CH:30]=[CH:29][C:28]=1[S:34](Cl)(=[O:36])=[O:35]>N1C=CC=CC=1.ClCCl>[Cl:26][C:27]1[C:32]([Cl:33])=[CH:31][CH:30]=[CH:29][C:28]=1[S:34]([NH:2][C:3]1[CH:4]=[CH:5][C:6]([C:9]2[CH:17]=[C:16]3[C:12]([C:13]([NH:18][C:19]([C:21]4[CH:25]=[CH:24][S:23][CH:22]=4)=[O:20])=[N:14][NH:15]3)=[CH:11][CH:10]=2)=[CH:7][CH:8]=1)(=[O:36])=[O:35] |f:0.1|. Procedure details: A solution of 1.72 g of 6-(4-aminophenyl)-3-[(thiophen-3-yl)carbonylamino]-1H-indazole hydrochloride in 69 mL of pyridine is admixed at 0° C. with a solution of 1.14 g of 2,3-dichlorobenzenesulfonyl chloride in 23 mL of dichloromethane. The reaction mixture is stirred for 3 hours at a temperature in the region of 20° C. and then concentrated under reduced pressure. The dry residue is diluted in ethyl acetate, washed with water and then washed with saturated sodium chloride solution and concentra... Reactants: C(C=C)N(CCO)CCO (N-allyldiethanolamine), S(=O)(=O)(OCCOCCOC)C1=CC=C(C)C=C1 (2-methoxyethoxyethyl tosylate), diol. Yields the product COCCOCCN(CCO)CCO (N-[2-(2-Methoxyethoxy)ethyl]diethanolamine). RXN SMILES: [CH2:1]([N:4]([CH2:8][CH2:9][OH:10])[CH2:5][CH2:6][OH:7])[CH:2]=C.S(C1C=CC(C)=CC=1)([O:14][CH2:15][CH2:16][O:17][CH2:18]COC)(=O)=O>>[CH3:18][O:17][CH2:16][CH2:15][O:14][CH2:2][CH2:1][N:4]([CH2:8][CH2:9][OH:10])[CH2:5][CH2:6][OH:7]. Procedure: The title compound was prepared as described above for N-allyldiethanolamine in Example 1 except that 2-methoxyethoxyethyl tosylate was used (0.55 mol, 150.9 g) in a 0.5 mol preparation. The pure diol whose formula is shown below was obtained (49.8 g, 48%) on fractional distillation at 129°-131° C. (0.04 mm): Starting materials: [Br-], CC(C)(C)OC(=O)c1cc(Br)cc(C2=NOC(c3ccccn3)C2)c1, O=C(O)CN(CCN(CC(=O)O)CC(=O)O)CC(=O)O, Cc1ccc([Zn+])nc1, ClCCl, [K], [K], [K], C1COCCO1. Yields the product Cc1ccc(-c2cc(C(=O)OC(C)(C)C)cc(C3=NOC(c4ccccn4)C3)c2)nc1. Reaction SMILES: [Br-:26].[Br:1][c:2]1[cH:3][c:4]([C:5](=[O:6])[O:7][C:8]([CH3:9])([CH3:10])[CH3:11])[cH:12][c:13]([C:15]2=[N:16][O:17][CH:18]([c:20]3[n:21][cH:22][cH:23][cH:24][cH:25]3)[CH2:19]2)[cH:14]1.[CH2:38]([N:39]([CH2:40][C:41]([OH:42])=[O:43])[CH2:44][C:45]([OH:46])=[O:47])[CH2:48][N:49]([CH2:50][C:51]([OH:52])=[O:53])[CH2:54][C:55]([OH:56])=[O:57].[CH3:27][c:28]1[cH:29][cH:30][c:31]([Zn+:34])[n:32][cH:33]1.[Cl:58][CH2:59][Cl:60].[K:35].[K:36].[K:37].[O:61]1[CH2:62][CH2:63][O:64][CH2:65][CH2:66]1>>[c:2]1(-[c:31]2[cH:30][cH:29][c:28]([CH3:27])[cH:33][n:32]2)[cH:3][c:4]([C:5](=[O:6])[O:7][C:8]([CH3:9])([CH3:10])[CH3:11])[cH:12][c:13]([C:15]2=[N:16][O:17][CH:18]([c:20]3[n:21][cH:22][cH:23][cH:24][cH:25]3)[CH2:19]2)[cH:14]1. The reactants are C1=CC=CC=2C3=CC=CC=C3C(C12)COC(NC1=CC=C(C=C1)SC1=C(C=C(C=C1)C(NC1=NC=C(C=C1)Br)=O)NC=1C2=C(N=CN1)N=C(C=C2)C(C)C)=O ({4-[4-(5-Bromo-pyridin-2-ylcarbamoyl)-2-(7-isopropyl-pyrido[2,3-d]pyrimidin-4-ylamino)-phenylsulfanyl]-phenyl}-carbamic acid 9H-fluoren-9-ylmethyl ester), O1CCCC1 (tetrahydrofuran), [F-].C(CCC)[N+](CCCC)(CCCC)CCCC (tetrabutylammonium fluoride). Run in O (water), CCOC(=O)C (EtOAc), [Cl-].[Na+].O (brine). Reaction conditions: time 3 hour. Yields the product NC1=CC=C(C=C1)SC1=C(C=C(C(=O)NC2=NC=C(C=C2)Br)C=C1)NC=1C2=C(N=CN1)N=C(C=C2)C(C)C (4-(4-Amino-phenylsulfanyl)-N-(5-bromo-pyridin-2-yl)-3-(7-isopropyl-pyrido[2,3-d]pyrimidin-4-ylamino)-benzamide). Isolated yield 96.3%. As a reaction SMILES: C1C2C(COC(=O)[NH:17][C:18]3[CH:23]=[CH:22][C:21]([S:24][C:25]4[CH:30]=[CH:29][C:28]([C:31](=[O:40])[NH:32][C:33]5[CH:38]=[CH:37][C:36]([Br:39])=[CH:35][N:34]=5)=[CH:27][C:26]=4[NH:41][C:42]4[C:43]5[CH:51]=[CH:50][C:49]([CH:52]([CH3:54])[CH3:53])=[N:48][C:44]=5[N:45]=[CH:46][N:47]=4)=[CH:20][CH:19]=3)C3C(=CC=CC=3)C=2C=CC=1.O1CCCC1.[F-].C([N+](CCCC)(CCCC)CCCC)CCC>O.CCOC(C)=O.[Cl-].[Na+].O>[NH2:17][C:18]1[CH:23]=[CH:22][C:21]([S:24][C:25]2[CH:30]=[CH:29][C:28]([C:31]([NH:32][C:33]3[CH:38]=[CH:37][C:36]([Br:39])=[CH:35][N:34]=3)=[O:40])=[CH:27][C:26]=2[NH:41][C:42]2[C:43]3[CH:51]=[CH:50][C:49]([CH:52]([CH3:54])[CH3:53])=[N:48][C:44]=3[N:45]=[CH:46][N:47]=2)=[CH:20][CH:19]=1 |f:2.3,6.7.8|. Procedure: A 3 liter, 3-neck round bottom flask under N2 equipped with an addition funnel and overhead stirrer was charged with the product from Example 17E (32.35 g, 40.0 mmol) and anhydrous tetrahydrofuran (0.5 L). To the yellow solution was added tetrabutylammonium fluoride (1.0 M in THF, 32.0 mL, 32 mmol) at a fast drip rate. After the addition was completed the red, transparent solution was stirred for 3 hours, diluted with 1.0 L of water and 400 mL of EtOAc and stirred vigorously for 5 minutes. The l... RXN SMILES: [NH2:1][C:2]1[S:3][C:4]([CH3:7])=[CH:5][N:6]=1.C([O:10][CH:11]=[C:12]([C:18](OCC)=O)[C:13]([O:15][CH2:16][CH3:17])=[O:14])C>C1(C)C(C)=CC=CC=1>[CH3:7][C:4]1[S:3][C:2]2=[N:1][CH:18]=[C:12]([C:13]([O:15][CH2:16][CH3:17])=[O:14])[C:11](=[O:10])[N:6]2[CH:5]=1. Isolated yield 88.3%. The reactants are NC=1SC(=CN1)C (2-amino-5-methyl thiazole), C(C)OC=C(C(=O)OCC)C(=O)OCC (diethyl ethoxymethylenemalonate). The solvent is C=1(C(=CC=CC1)C)C (xylene). Procedure details: A mixture of 2-amino-5-methyl thiazole (1.14 g) and diethyl ethoxymethylenemalonate (2.16 g) is heated at 135° C. in xylene (20 mL) for 2 h allowing for removal of the ethanol product. After the solvent is removed, the mixture is suspended in diphenyl ether (10 mL). The mixture is then heated to reflux with removal of ethanol for 30 min. The reaction mixture is cooled to rt and hexanes (20 mL) is added. The resulting precipitate is filtered, washed with diethyl ether (2×10 mL) and dried to affor... Yields the product CC1=CN2C(=NC=C(C2=O)C(=O)OCC)S1 (Ethyl 2-methyl-5-oxo-5H-[1,3]thiazolo[3,2-a]pyrimidine-6-carboxylate). Reactants: COCN(c1cc(Cl)cnc1C(=O)C1=C(C)C=CN(O)C1C)S(=O)(=O)c1ccc(Cl)c(C(F)(F)F)c1, Cl, O. Product: CC1=C(C(=O)c2ncc(Cl)cc2NS(=O)(=O)c2ccc(Cl)c(C(F)(F)F)c2)C(C)N(O)C=C1. As a reaction SMILES: [Cl:1][c:2]1[c:3]([C:33]([F:34])([F:35])[F:36])[cH:4][c:5]([S:8](=[O:9])(=[O:10])[N:11]([CH2:12][O:13][CH3:14])[c:15]2[c:16]([C:22](=[O:23])[C:24]3=[C:29]([CH3:30])[CH:28]=[CH:27][N:26]([OH:31])[CH:25]3[CH3:32])[n:17][cH:18][c:19]([Cl:21])[cH:20]2)[cH:6][cH:7]1.[ClH:37].[OH2:38]>>[Cl:1][c:2]1[c:3]([C:33]([F:34])([F:35])[F:36])[cH:4][c:5]([S:8](=[O:9])(=[O:10])[NH:11][c:15]2[c:16]([C:22](=[O:23])[C:24]3=[C:29]([CH3:30])[CH:28]=[CH:27][N:26]([OH:31])[CH:25]3[CH3:32])[n:17][cH:18][c:19]([Cl:21])[cH:20]2)[cH:6][cH:7]1.